This data is from the Open Reaction Database (ORD), a public repository of structured organic reaction records. The task is: describe an organic reaction: reactants, conditions, products, and yield Starting materials: COC(CCC1=CC(=C(C(=C1)C)C1=NC2=C(N1)C=C(C=C2)C(NC2=CC=C(C=C2)C(C)(C)C)=O)C)=O (3-{4-[6-(4-tert-butylphenylcarbamoyl)-1H-benzimidazol-2-yl]-3,5-dimethylphenyl}-propionic acid methyl ester), [OH-].[Na+] (sodium hydroxide), Cl (hydrochloric acid). The solvent is CO (MeOH). The product is C(C)(C)(C)C1=CC=C(C=C1)NC(=O)C=1C=CC2=C(NC(=N2)C2=C(C=C(C=C2C)CCC(=O)O)C)C1 (3-{4-[6-(4-tert-butylphenylcarbamoyl)-1H-benzimidazol-2-yl]-3,5-dimethylphenyl}-propionic acid). Reaction SMILES: C[O:2][C:3](=[O:36])[CH2:4][CH2:5][C:6]1[CH:11]=[C:10]([CH3:12])[C:9]([C:13]2[NH:17][C:16]3[CH:18]=[C:19]([C:22](=[O:34])[NH:23][C:24]4[CH:29]=[CH:28][C:27]([C:30]([CH3:33])([CH3:32])[CH3:31])=[CH:26][CH:25]=4)[CH:20]=[CH:21][C:15]=3[N:14]=2)=[C:8]([CH3:35])[CH:7]=1.[OH-].[Na+].Cl>CO>[C:30]([C:27]1[CH:28]=[CH:29][C:24]([NH:23][C:22]([C:19]2[CH:20]=[CH:21][C:15]3[N:14]=[C:13]([C:9]4[C:8]([CH3:35])=[CH:7][C:6]([CH2:5][CH2:4][C:3]([OH:36])=[O:2])=[CH:11][C:10]=4[CH3:12])[NH:17][C:16]=3[CH:18]=2)=[O:34])=[CH:25][CH:26]=1)([CH3:33])([CH3:32])[CH3:31] |f:1.2|. Procedure: A mixture of 3-{4-[6-(4-tert-butylphenylcarbamoyl)-1H-benzimidazol-2-yl]-3,5-dimethylphenyl}-propionic acid methyl ester (310 mg, 640 mmols) and 3.2 mL of 1N sodium hydroxide in MeOH (1.6 mL) was stirred until the reaction was complete. The solution was neutralized to pH 4-5 with 1N hydrochloric acid and the resulting precipitate was filtered, washed with water, and dried under reduced pressure to afford 3-{4-[6-(4-tert-butylphenylcarbamoyl)-1H-benzimidazol-2-yl]-3,5-dimethylphenyl}-propionic ac...